Dataset: the Open Reaction Database (ORD), a public repository of structured organic reaction records. Task: describe an organic reaction: reactants, conditions, products, and yield Reactants: CC(C)(OC(=O)N[C@@H](CC(=O)O)CC1=C(C=CC(=C1)F)F)C ((3R)-3-[(1,1-dimethylethoxycarbonyl)amino]-4-(2,5-difluorophenyl)butanoic acid), Cl.CC1NC(C=2N(C1)C(=NN2)C(F)(F)F)C (6,8-dimethyl-3-(trifluoromethyl)-5,6,7,8-tetrahydro-1,2,4-triazolo[4,3-a]pyrazine, hydrochloride), CC(C)(OC(=O)N[C@@H](CC(=O)O)CC1=C(C=CC(=C1)F)F)C ((3R)-3-[(1,1-dimethylethoxycarbonyl)amino]-4-(2,5-difluorophenyl)butanoic acid). Procedure: The title compound is prepared by coupling 6,8-dimethyl-3-(trifluoromethyl)-5,6,7,8-tetrahydro-1,2,4-triazolo[4,3-a]pyrazine, hydrochloride from Example 8, Step C with (3R)-3-[(1,1-dimethylethoxycarbonyl)amino]-4-(2,5-difluorophenyl)butanoic acid (Intermediate 1). Treatment of the coupled product with methanolic hydrogen chloride provides the title compound. Reaction SMILES: [ClH:1].[CH3:2][CH:3]1[CH2:8][N:7]2[C:9]([C:12]([F:15])([F:14])[F:13])=[N:10][N:11]=[C:6]2[CH:5]([CH3:16])[NH:4]1.CC(C)(OC([NH:23][C@H:24]([CH2:29][C:30]1[CH:35]=[C:34]([F:36])[CH:33]=[CH:32][C:31]=1[F:37])[CH2:25][C:26](O)=[O:27])=O)C>>[ClH:1].[ClH:1].[NH2:23][C@H:24]([CH2:29][C:30]1[CH:35]=[C:34]([F:36])[CH:33]=[CH:32][C:31]=1[F:37])[CH2:25][C:26]([N:4]1[CH:3]([CH3:2])[CH2:8][N:7]2[C:9]([C:12]([F:15])([F:13])[F:14])=[N:10][N:11]=[C:6]2[CH:5]1[CH3:16])=[O:27] |f:0.1,4.5|. Product: Cl (hydrogen chloride), Cl.N[C@@H](CC(=O)N1C(C=2N(CC1C)C(=NN2)C(F)(F)F)C)CC2=C(C=CC(=C2)F)F (7-[(3R)-3-Amino-4-(2,5-difluorophenyl)butanoyl]-6,8-dimethyl-3-(trifluoromethyl)-5,6,7,8-tetrahydro-1,2,4-triazolo[4,3-a]pyrazine, Hydrochloride). Reactants: CC(=O)[O-], CC(=O)C(C)C, CCO, Cl, NNc1cccc([N+](=O)[O-])c1, [Na+], O, O, O, O. The product is CC(=NNc1cccc([N+](=O)[O-])c1)C(C)C. RXN SMILES: [C:22]([O-:23])(=[O:24])[CH3:25].[CH3:1][C:2](=[O:3])[CH:4]([CH3:5])[CH3:6].[CH3:28][CH2:29][OH:30].[ClH:7].[N+:8](=[O:9])([O-:10])[c:11]1[cH:12][c:13]([NH:17][NH2:18])[cH:14][cH:15][cH:16]1.[Na+:26].[OH2:19].[OH2:20].[OH2:21].[OH2:27]>>[CH3:1][C:2]([CH:4]([CH3:5])[CH3:6])=[N:18][NH:17][c:13]1[cH:12][c:11]([N+:8](=[O:9])[O-:10])[cH:16][cH:15][cH:14]1. The reactants are [N+](=O)([O-])C=1C=C(C=CC1)NC1=C(C=O)C=CC=N1 (2-(3-nitrophenylamino)nicotinaldehyde), S1C(=CC=C1)CCCC(=O)OCC (ethyl 4-(2-thienyl)butanoate), [Li+].CC(C)[N-]C(C)C (LDA). Run in CN(C)C=O (DMF). The product is [N+](=O)([O-])C=1C=C(C=CC1)N1C(C(=CC2=CC=CN=C12)CCC=1SC=CC1)=O (1-(3-nitrophenyl)-3-[2-(2-thienyl)ethyl]-1,8-naphthyridin-2(1H)-one). RXN SMILES: [N+:1]([C:4]1[CH:5]=[C:6]([NH:10][C:11]2[N:18]=[CH:17][CH:16]=[CH:15][C:12]=2[CH:13]=O)[CH:7]=[CH:8][CH:9]=1)([O-:3])=[O:2].[S:19]1[CH:23]=[CH:22][CH:21]=[C:20]1[CH2:24][CH2:25][CH2:26][C:27](OCC)=[O:28].[Li+].CC([N-]C(C)C)C>CN(C=O)C>[N+:1]([C:4]1[CH:5]=[C:6]([N:10]2[C:11]3[C:12](=[CH:15][CH:16]=[CH:17][N:18]=3)[CH:13]=[C:26]([CH2:25][CH2:24][C:20]3[S:19][CH:23]=[CH:22][CH:21]=3)[C:27]2=[O:28])[CH:7]=[CH:8][CH:9]=1)([O-:3])=[O:2] |f:2.3|. Procedure: The procedure of Example 1 was repeated using 2-(3-nitrophenylamino)nicotinaldehyde (1.0 eq.), ethyl 4-(2-thienyl)butanoate (1.5 eq., prepared in Synthetic Example 17) and LDA (1.5 eq.) to obtain 1-(3-nitrophenyl)-3-[2-(2-thienyl)ethyl]-1,8-naphthyridin-2(1H)-one, mp 175 to 176° C./DMF, wherein the product was purified through silica gel column chromatography and recrystallization. Starting materials: FC1=C(C(=O)N2CC3=C(N=NC(=C3)NN)CC2)C=CC=C1 (6-(o-fluorobenzoyl)-3-hydrazino-5,6,7,8-tetrahydropyrido[4,3-c]pyridazine), CC(=O)C (acetone). The product is FC1=C(C(=O)N2CC3=C(N=NC(=C3)NN=C(C)C)CC2)C=CC=C1 (6-(o-Fluorobenzoyl)-5,6,7,8-tetrahydro-3-isopropylidenehydrazinopyrido[4,3-c]pyridazine). As a reaction SMILES: [F:1][C:2]1[CH:21]=[CH:20][CH:19]=[CH:18][C:3]=1[C:4]([N:6]1[CH2:17][CH2:16][C:9]2[N:10]=[N:11][C:12]([NH:14][NH2:15])=[CH:13][C:8]=2[CH2:7]1)=[O:5].[CH3:22][C:23]([CH3:25])=O>>[F:1][C:2]1[CH:21]=[CH:20][CH:19]=[CH:18][C:3]=1[C:4]([N:6]1[CH2:17][CH2:16][C:9]2[N:10]=[N:11][C:12]([NH:14][N:15]=[C:23]([CH3:25])[CH3:22])=[CH:13][C:8]=2[CH2:7]1)=[O:5]. Procedure: 1.0 g of 6-(o-fluorobenzoyl)-3-hydrazino-5,6,7,8-tetrahydropyrido[4,3-c]pyridazine is heated in 10 cc of acetone on a water bath at reflux for 30 minutes. The title compound has a M.P. of 200°-203° (decomp., from absolute ethanol).